describe an organic reaction: reactants, conditions, products, and yield From a dataset of the Open Reaction Database (ORD), a public repository of structured organic reaction records. Starting materials: N1C=NC=C1 (imidazole), ClC=1N=C(C2=C(N1)SC=C2C)NCC2=CC1=C(C=C2)OCO1 (2-chloro-5-methyl-4-(3,4-methylenedioxybenzylamino)-thieno-[2,3-d]-pyrimidine). Yields the product N1(C=NC=C1)C=1N=C(C2=C(N1)SC=C2C)NCC2=CC1=C(C=C2)OCO1 (2-(imidazol-1-yl)-5-methyl-4-(3,4-methylenedioxybenzylamino)-thieno-[2,3-d]-pyrimidine). As a reaction SMILES: [NH:1]1[CH:5]=[CH:4][N:3]=[CH:2]1.Cl[C:7]1[N:8]=[C:9]([NH:17][CH2:18][C:19]2[CH:24]=[CH:23][C:22]3[O:25][CH2:26][O:27][C:21]=3[CH:20]=2)[C:10]2[C:15]([CH3:16])=[CH:14][S:13][C:11]=2[N:12]=1>>[N:1]1([C:7]2[N:8]=[C:9]([NH:17][CH2:18][C:19]3[CH:24]=[CH:23][C:22]4[O:25][CH2:26][O:27][C:21]=4[CH:20]=3)[C:10]3[C:15]([CH3:16])=[CH:14][S:13][C:11]=3[N:12]=2)[CH:5]=[CH:4][N:3]=[CH:2]1. Procedure: Following the procedure of Example 97, the reaction of imidazole with 2-chloro-5-methyl-4-(3,4-methylenedioxybenzylamino)-thieno-[2,3-d]-pyrimidine gives 2-(imidazol-1-yl)-5-methyl-4-(3,4-methylenedioxybenzylamino)-thieno-[2,3-d]-pyrimidine. The reactants are CC1=NN(C(=C1)N)C1=NC=CC=C1 (3-methyl-1-(2-pyridinyl)-1H-pyrazol-5-ylamine), BrC1=CC=C(C(=C1C(=O)OC)F)F (methyl 6-bromo-2,3-difluorobenzoate), C([O-])([O-])=O.[K+].[K+] (potassium carbonate), O (water). Reagents/catalysts: C(C)(=O)[O-].[Cu+2].C(C)(=O)[O-] (copper acetate). Solvent: CN(C=O)C (N,N-dimethylformamide), C(C)(=O)O (acetic acid). The product is FC1=C(C(=O)OC)C(=CC=C1F)NC1=CC(=NN1C1=NC=CC=C1)C (Methyl 2,3-difluoro-6-[[3-methyl-1-(2-pyridinyl)-1H-pyrazol-5-yl]amino]benzoate). Yield: 7.7%. As a reaction SMILES: [CH3:1][C:2]1[CH:6]=[C:5]([NH2:7])[N:4]([C:8]2[CH:13]=[CH:12][CH:11]=[CH:10][N:9]=2)[N:3]=1.Br[C:15]1[C:20]([C:21]([O:23][CH3:24])=[O:22])=[C:19]([F:25])[C:18]([F:26])=[CH:17][CH:16]=1.C(=O)([O-])[O-].[K+].[K+].O>CN(C)C=O.C([O-])(=O)C.[Cu+2].C([O-])(=O)C.C(O)(=O)C>[F:25][C:19]1[C:18]([F:26])=[CH:17][CH:16]=[C:15]([NH:7][C:5]2[N:4]([C:8]3[CH:13]=[CH:12][CH:11]=[CH:10][N:9]=3)[N:3]=[C:2]([CH3:1])[CH:6]=2)[C:20]=1[C:21]([O:23][CH3:24])=[O:22] |f:2.3.4,7.8.9|. Procedure: A solution of 3-methyl-1-(2-pyridinyl)-1H-pyrazol-5-ylamine (6.16 g, 35.4 mmol), methyl 6-bromo-2,3-difluorobenzoate (8.11 g, 32.3 mmol), copper acetate (II) (0.49 g, 2.7 mmol) and potassium carbonate (4.46 g, 323 mmol) in N,N-dimethylformamide (30 mL) was heated under reflux for 1 hour under an argon atmosphere, and the solution was allowed to cool to room temperature and poured into water. The solution was made weakly acidic by the addition of acetic acid, and organic matter was extracted with... Product: Nc1nc(N)c(Cl)c(Cl)n1. RXN SMILES: [CH3:18][OH:19].[Cl:1][N:2]1[C:3](=[O:4])[CH2:5][CH2:6][C:7]1=[O:8].[NH2:9][c:10]1[n:11][c:12]([Cl:17])[cH:13][c:14]([NH2:16])[n:15]1.[OH2:20]>>[Cl:1][c:13]1[c:12]([Cl:17])[n:11][c:10]([NH2:9])[n:15][c:14]1[NH2:16]. Reactants: CO, O=C1CCC(=O)N1Cl, Nc1cc(Cl)nc(N)n1, O. Starting materials: BrCCCOC1=C(C=C(C=C1)CC(C(=O)O)OC)OC (3-[4-(3-Bromo-propoxy)-3-methoxy-phenyl]-2-methoxy-propionic acid), OC=1C=C2C(C=C(OC2=CC1)C1=CC=CC=C1)=O (6-Hydroxy-2-phenyl-chromen-4-one). Yields the product COC(C(=O)O)CC1=CC(=C(C=C1)OCCCOC=1C=C2C(C=C(OC2=CC1)C1=CC=CC=C1)=O)OC (2-Methoxy-3-{3-methoxy-4-[3-(4-oxo-2-phenyl-4H-chromen-6-yloxy)-propoxy]-phenyl}-propionic acid). Reaction SMILES: Br[CH2:2][CH2:3][CH2:4][O:5][C:6]1[CH:11]=[CH:10][C:9]([CH2:12][CH:13]([O:17][CH3:18])[C:14]([OH:16])=[O:15])=[CH:8][C:7]=1[O:19][CH3:20].[OH:21][C:22]1[CH:23]=[C:24]2[C:29](=[CH:30][CH:31]=1)[O:28][C:27]([C:32]1[CH:37]=[CH:36][CH:35]=[CH:34][CH:33]=1)=[CH:26][C:25]2=[O:38]>>[CH3:18][O:17][CH:13]([CH2:12][C:9]1[CH:10]=[CH:11][C:6]([O:5][CH2:4][CH2:3][CH2:2][O:21][C:22]2[CH:23]=[C:24]3[C:29](=[CH:30][CH:31]=2)[O:28][C:27]([C:32]2[CH:37]=[CH:36][CH:35]=[CH:34][CH:33]=2)=[CH:26][C:25]3=[O:38])=[C:7]([O:19][CH3:20])[CH:8]=1)[C:14]([OH:16])=[O:15]. Reported procedure: The title compound was prepared from 3-[4-(3-Bromo-propoxy)-3-methoxy-phenyl]-2-methoxy-propionic acid (Example 175, Step B) and 6-Hydroxy-2-phenyl-chromen-4-one following the Standard Procedure J. 1H-NMR (200.15 MHz, CDCl3): 8.0–7.9 (m, 2H), 7.6–7.5 (m, 5H), 7.30 (dd, 1H, J=9.0, 3.0), 6.9–6.8 (m, 4H), 4.3–4.2 (m, 4H), 4.00 (dd, 1H, J=7.2, 4.6), 3.83 (s, 3H), 3.41 (s, 3H), 3.09 (dd, 1H, J=14.2, 4.6), 2.96 (dd, 1H, J=14.2, 7.2), 2.33 (qn, 2H, J=6.2) ppm. Starting materials: CO, COC(=O)C(F)(F)F, CC(=O)c1cccc(N)c1, O. Product: CC(=O)c1cccc(NC(=O)C(F)(F)F)c1. RXN SMILES: [CH3:20][OH:21].[F:11][C:12]([C:13](=[O:14])[O:15][CH3:16])([F:17])[F:18].[NH2:1][c:2]1[cH:3][c:4]([C:8]([CH3:9])=[O:10])[cH:5][cH:6][cH:7]1.[OH2:19]>>[NH:1]([c:2]1[cH:3][c:4]([C:8]([CH3:9])=[O:10])[cH:5][cH:6][cH:7]1)[C:13]([C:12]([F:11])([F:17])[F:18])=[O:14]. Starting materials: CN(C)C12CNCC1C2, CCOCC, CCN(C(C)C)C(C)C, CC(C)(C)OC(=O)N(C(=O)OC(C)(C)C)N(C(=O)OC(C)(C)C)c1nc(Cl)nc(Cl)c1F, Cl, Cl, CN(C)C=O. The product is CN(C)C12CC1CN(c1nc(Cl)nc(N(C(=O)OC(C)(C)C)N(C(=O)OC(C)(C)C)C(=O)OC(C)(C)C)c1F)C2. Reaction SMILES: [CH3:3][N:4]([C:5]12[CH2:6][NH:7][CH2:8][CH:9]1[CH2:10]2)[CH3:11].[CH3:58][CH2:59][O:60][CH2:61][CH3:62].[CH:44]([N:45]([CH2:46][CH3:47])[CH:48]([CH3:49])[CH3:50])([CH3:51])[CH3:52].[Cl:12][c:13]1[n:14][c:15]([Cl:43])[c:16]([F:42])[c:17]([N:19]([N:20]([C:21](=[O:22])[O:23][C:24]([CH3:25])([CH3:26])[CH3:27])[C:28](=[O:29])[O:30][C:31]([CH3:32])([CH3:33])[CH3:34])[C:35](=[O:36])[O:37][C:38]([CH3:39])([CH3:40])[CH3:41])[n:18]1.[ClH:1].[ClH:2].[O:53]=[CH:54][N:55]([CH3:56])[CH3:57]>>[CH3:3][N:4]([C:5]12[CH2:6][N:7]([c:15]3[n:14][c:13]([Cl:12])[n:18][c:17]([N:19]([N:20]([C:21](=[O:22])[O:23][C:24]([CH3:25])([CH3:26])[CH3:27])[C:28](=[O:29])[O:30][C:31]([CH3:32])([CH3:33])[CH3:34])[C:35](=[O:36])[O:37][C:38]([CH3:39])([CH3:40])[CH3:41])[c:16]3[F:42])[CH2:8][CH:9]1[CH2:10]2)[CH3:11]. The solvent is CCOCC (Et2O). Starting materials: indanones, C1(CCC2=CC=CC=C12)=O (1-indanone), tosyl hydrazone, C[Li] (methyllithium). The product is C1C=CC2=CC=CC=C12 (indene). Reaction SMILES: [C:1]1(=O)[C:9]2[C:4](=[CH:5][CH:6]=[CH:7][CH:8]=2)[CH2:3][CH2:2]1.C[Li]>CCOCC>[CH2:1]1[C:9]2[C:4](=[CH:5][CH:6]=[CH:7][CH:8]=2)[CH:3]=[CH:2]1. Reported procedure: Starting indanones J may be synthesized from commercially available 1-indanone F, shown by the following reaction sequence, by initial formation of the tosyl hydrazone (H2NNHTs, 1:1 eq./EtOH, 100° until solubilized) followed by methyllithium-induced elimination (3 eq./Et2O, 25°, 2.5 hours) to give indene G. Hydroboration-oxidation of G using standard conditions affords 1,2-oxygen transposition product H. Dess-Martin periodinane oxidation affords desired indanone J. Indanone J is converted in goo...